Task: describe an organic reaction: reactants, conditions, products, and yield. Dataset: the Open Reaction Database (ORD), a public repository of structured organic reaction records The reactants are CCCCCCCCCCc1nnc(-c2ccc(OC(C)=O)c(F)c2)s1, CCCCCC, CCO, O, O=S(=O)(O)O. Product: CCCCCCCCCCc1nnc(-c2ccc(O)c(F)c2)s1. As a reaction SMILES: [CH2:1]([CH2:2][CH2:3][CH2:4][CH2:5][CH2:6][CH2:7][CH2:8][CH2:9][CH3:10])[c:11]1[s:12][c:13](-[c:16]2[cH:17][c:18]([F:26])[c:19]([O:22][C:23](=[O:24])[CH3:25])[cH:20][cH:21]2)[n:14][n:15]1.[CH3:33][CH2:34][CH2:35][CH2:36][CH2:37][CH3:38].[CH3:39][CH2:40][OH:41].[OH2:27].[S:28](=[O:29])(=[O:30])([OH:31])[OH:32]>>[CH2:1]([CH2:2][CH2:3][CH2:4][CH2:5][CH2:6][CH2:7][CH2:8][CH2:9][CH3:10])[c:11]1[s:12][c:13](-[c:16]2[cH:17][c:18]([F:26])[c:19]([OH:22])[cH:20][cH:21]2)[n:14][n:15]1. Reactants: [Si](C)(C)(C(C)(C)C)OCC1=CC2=C(NC3=C(CC2)C=CC=C3)C=C1 (2-(tert-Butyldimethylsilyloxymethyl)-10,11-dihydro-5H-dibenz[b,f]azepine), ClCC1=NN=NN1C(C1=CC=CC=C1)(C1=CC=CC=C1)C1=CC=CC=C1 (5-chloromethyl-N-triphenylmethyltetrazole), [I-].[Na+] (sodium iodide), [H-].[Na+] (sodium hydride). The solvent is CN(C)C=O (DMF). Run at temperature 80 celsius, time 15 hour. Product: [Si](C)(C)(C(C)(C)C)OCC1=CC2=C(N(C3=C(CC2)C=CC=C3)CC3=NN=NN3C(C3=CC=CC=C3)(C3=CC=CC=C3)C3=CC=CC=C3)C=C1 (2-(tert-Butyldimethylsilyloxymethyl)-5-(N-triphenylmethyltetrazol-5-yl)methyl-10,11-dihydro-5H-dibenz[b,f]azepine). RXN SMILES: [Si:1]([O:8][CH2:9][C:10]1[CH:24]=[CH:23][C:13]2[NH:14][C:15]3[CH:22]=[CH:21][CH:20]=[CH:19][C:16]=3[CH2:17][CH2:18][C:12]=2[CH:11]=1)([C:4]([CH3:7])([CH3:6])[CH3:5])([CH3:3])[CH3:2].Cl[CH2:26][C:27]1[N:31]([C:32]([C:45]2[CH:50]=[CH:49][CH:48]=[CH:47][CH:46]=2)([C:39]2[CH:44]=[CH:43][CH:42]=[CH:41][CH:40]=2)[C:33]2[CH:38]=[CH:37][CH:36]=[CH:35][CH:34]=2)[N:30]=[N:29][N:28]=1.[I-].[Na+].[H-].[Na+]>CN(C=O)C>[Si:1]([O:8][CH2:9][C:10]1[CH:24]=[CH:23][C:13]2[N:14]([CH2:26][C:27]3[N:31]([C:32]([C:33]4[CH:38]=[CH:37][CH:36]=[CH:35][CH:34]=4)([C:39]4[CH:40]=[CH:41][CH:42]=[CH:43][CH:44]=4)[C:45]4[CH:50]=[CH:49][CH:48]=[CH:47][CH:46]=4)[N:30]=[N:29][N:28]=3)[C:15]3[CH:22]=[CH:21][CH:20]=[CH:19][C:16]=3[CH2:17][CH2:18][C:12]=2[CH:11]=1)([C:4]([CH3:7])([CH3:6])[CH3:5])([CH3:3])[CH3:2] |f:2.3,4.5|. Procedure: A mixture of 1.3 g of Compound 31-2b, 2.0 g of 5-chloromethyl-N-triphenylmethyltetrazole, 0.6 g of sodium iodide, 0.2 g of sodium hydride (60% oily) and 50 ml of DMF was stirred at 80° C. for 15 hours. The solvent was distilled off under reduced pressure, and the residue was diluted with ethyl acetate. The organic layer was washed with a saturated aqueous solution of sodium bicarbonate and a saturated aqueous solution of sodium chloride, and then dried over anhydrous magnesium sulfate. The solve... The reactants are CC(=O)C (acetone), C(#N)C=1C=C2C(=CNC2=CC1)CCCCN1CCN(CC1)C=1C=CC2=C(C=C(O2)C(=O)N)C1 (5-{4-[4-(5-cyano-3-indolyl)butyl]-1-piperazinyl}benzo-furan-2-carboxamide), Cl (HCl), Cl (HCl). Run in CS(=O)C (DMSO). The product is C(#N)C=1C=C2C(C(NC2=CC1)=O)CCCCN1CCN(CC1)C=1C=CC2=C(C=C(O2)C(=O)N)C1 (5-{4-[4-(5-cyano-2-oxo-2,3-dihydro-1H-indol-3-yl)butyl]-piperazin-1-yl}benzofuran-2-carboxamide). RXN SMILES: [C:1]([C:3]1[CH:4]=[C:5]2[C:9](=[CH:10][CH:11]=1)[NH:8][CH:7]=[C:6]2[CH2:12][CH2:13][CH2:14][CH2:15][N:16]1[CH2:21][CH2:20][N:19]([C:22]2[CH:23]=[CH:24][C:25]3[O:29][C:28]([C:30]([NH2:32])=[O:31])=[CH:27][C:26]=3[CH:33]=2)[CH2:18][CH2:17]1)#[N:2].Cl.CC(C)=[O:37]>CS(C)=O>[C:1]([C:3]1[CH:4]=[C:5]2[C:9](=[CH:10][CH:11]=1)[NH:8][C:7](=[O:37])[CH:6]2[CH2:12][CH2:13][CH2:14][CH2:15][N:16]1[CH2:17][CH2:18][N:19]([C:22]2[CH:23]=[CH:24][C:25]3[O:29][C:28]([C:30]([NH2:32])=[O:31])=[CH:27][C:26]=3[CH:33]=2)[CH2:20][CH2:21]1)#[N:2]. Reported procedure: 4.78 g (10 mmol) of 5-{4-[4-(5-cyano-3-indolyl)butyl]-1-piperazinyl}benzo-furan-2-carboxamide are dissolved in 28.4 ml of hot DMSO. After cooling to room temperature, 66.4 ml of conc. HCl are added dropwise with stirring. The batch temperature is held at 24° C. by cooling by means of an ice bath. When the addition of HCl is complete, the batch is stirred at room temperature for 10 h. The crystal slurry is subsequently stirred with 50 ml of acetone, filtered off with suction and rinsed with aceto... Starting materials: CCCN(CCOc1ccccc1)C1CCc2c(cccc2OC)C1, Cl, [NH4+], [OH-], O, c1ccncc1. The product is CCCN(CCOc1ccccc1)C1CCc2c(O)cccc2C1. RXN SMILES: [CH2:8]([CH2:9][CH3:10])[N:11]([CH2:12][CH2:13][O:14][c:15]1[cH:16][cH:17][cH:18][cH:19][cH:20]1)[CH:21]1[CH2:22][c:23]2[cH:24][cH:25][cH:26][c:27]([O:31][CH3:32])[c:28]2[CH2:29][CH2:30]1.[ClH:1].[NH4+:34].[OH-:33].[OH2:35].[n:2]1[cH:3][cH:4][cH:5][cH:6][cH:7]1>>[CH2:8]([CH2:9][CH3:10])[N:11]([CH2:12][CH2:13][O:14][c:15]1[cH:16][cH:17][cH:18][cH:19][cH:20]1)[CH:21]1[CH2:22][c:23]2[cH:24][cH:25][cH:26][c:27]([OH:31])[c:28]2[CH2:29][CH2:30]1. Starting materials: [Cl-].[Cl-].[Ca+2] (CaCl2), epoxide, [OH-].[Na+] (sodium hydroxide), CC(=CCOC1=CC2=C(C=C1)OCO2)CCC=C(CC)C (3,7-dimethyl-1-(3,4-methylenedioxyphenoxy)-2,6-nonadiene), ClC1=CC(=CC=C1)C(=O)OO (m-chloroperbenzoic acid). Solvent: C(Cl)Cl (methylene chloride), CCCCCC.C(C)OCC (n-hexane diethyl ether), CCCCCC.C(C)OCC (n-hexane diethyl ether). Conditions: temperature 0 celsius, time 2 hour. Yields the product O1C(CCC(=CCOC2=CC3=C(C=C2)OCO3)C)C1(CC)C (6,7-epoxy-3,7-dimethyl-1-(3,4-methylenedioxyphenoxy)-2-nonene). Reaction SMILES: [Cl-].[Cl-].[Ca+2].[CH3:4][C:5]([CH2:18][CH2:19][CH:20]=[C:21]([CH3:24])[CH2:22][CH3:23])=[CH:6][CH2:7][O:8][C:9]1[CH:14]=[CH:13][C:12]2[O:15][CH2:16][O:17][C:11]=2[CH:10]=1.ClC1C=CC=C(C(OO)=[O:33])C=1.[OH-].[Na+]>CCCCCC.C(OCC)C.C(Cl)Cl>[O:33]1[C:21]([CH3:24])([CH2:22][CH3:23])[CH:20]1[CH2:19][CH2:18][C:5]([CH3:4])=[CH:6][CH2:7][O:8][C:9]1[CH:14]=[CH:13][C:12]2[O:15][CH2:16][O:17][C:11]=2[CH:10]=1 |f:0.1.2,5.6,7.8|. Reported procedure: Into a 2 l., four-necked flask (with stirrer, thermometer, CaCl2 -tube and stopper) is placed a solution of 162 g. of the 3,7-dimethyl-1-(3,4-methylenedioxyphenoxy)-2,6-nonadiene in 1.1 l. of methylene chloride. The flask is immersed in an ice-salt bath (-5°C.). When the vigorously stirred solution is cooled to 0°C., 125 g. of pulverized 85% m-chloroperbenzoic acid is added in ca 5 g. portions at such a rate to keep the reaction temperature at 1°-3° (2 hours). After complete addition, the white ... Starting materials: O=c1[nH]c2ccc3c(c2[nH]1)OC(CO)CC3, Cc1ccc(S(=O)(=O)Cl)cc1, c1ccncc1. The product is Cc1ccc(S(=O)(=O)OCC2CCc3ccc4[nH]c(=O)[nH]c4c3O2)cc1. Reaction SMILES: [OH:1][CH2:2][CH:3]1[CH2:4][CH2:5][c:6]2[cH:7][cH:8][c:9]3[c:10]([c:11]2[O:12]1)[nH:13][c:14](=[O:16])[nH:15]3.[c:17]1([CH3:27])[cH:18][cH:19][c:20]([S:23](=[O:24])(=[O:25])[Cl:26])[cH:21][cH:22]1.[cH:28]1[cH:29][cH:30][n:31][cH:32][cH:33]1>>[O:1]([CH2:2][CH:3]1[CH2:4][CH2:5][c:6]2[cH:7][cH:8][c:9]3[c:10]([c:11]2[O:12]1)[nH:13][c:14](=[O:16])[nH:15]3)[S:23]([c:20]1[cH:19][cH:18][c:17]([CH3:27])[cH:22][cH:21]1)(=[O:24])=[O:25].